This data is from the Open Reaction Database (ORD), a public repository of structured organic reaction records. The task is: describe an organic reaction: reactants, conditions, products, and yield Reactants: O=C([O-])[O-], CCOC(C)=O, OB(O)c1cccnc1Cl, Fc1cc(I)ccn1, [Na+], [Na+], CC(=O)[O-], CC(=O)[O-], C1COCCO1, O, [Pd+2]. Yields the product Fc1cc(-c2cccnc2Cl)ccn1. RXN SMILES: [C:19](=[O:20])([O-:21])[O-:22].[CH3:31][CH2:32][O:33][C:34]([CH3:35])=[O:36].[Cl:9][c:10]1[n:11][cH:12][cH:13][cH:14][c:15]1[B:16]([OH:17])[OH:18].[F:1][c:2]1[n:3][cH:4][cH:5][c:6]([I:8])[cH:7]1.[Na+:23].[Na+:24].[O-:38][C:39]([CH3:40])=[O:41].[O-:42][C:43]([CH3:44])=[O:45].[O:25]1[CH2:26][CH2:27][O:28][CH2:29][CH2:30]1.[OH2:46].[Pd+2:37]>>[F:1][c:2]1[n:3][cH:4][cH:5][c:6](-[c:15]2[c:10]([Cl:9])[n:11][cH:12][cH:13][cH:14]2)[cH:7]1. The reactants are [Cl-].[N+](=O)([O-])C1=C(C=CC(=C1)[N+](=O)[O-])[N+]1=CC=C(C=C1)C1=CC(=C(C=C1)[N+](=O)[O-])OCC (1-(2,4-dinitrophenyl)-4-[3-(ethyloxy)-4-nitrophenyl]pyridinium chloride), CO (MeOH), C(CC)N (propylamine). Run in CC(=O)C (acetone). Reaction conditions: temperature 100 celsius. The product is C(C)(=O)[O-].C(C)OC=1C=C(C=CC1[N+](=O)[O-])C1=CC=[N+](C=C1)CCC (4-[3-(ethyloxy)-4-nitrophenyl]-1-propylpyridinium acetate). Isolated yield 94.0%. Reaction SMILES: [Cl-].[N+]([C:5]1[CH:10]=C([N+]([O-])=O)C=C[C:6]=1[N+:14]1[CH:19]=[CH:18][C:17]([C:20]2[CH:25]=[CH:24][C:23]([N+:26]([O-:28])=[O:27])=[C:22]([O:29][CH2:30][CH3:31])[CH:21]=2)=[CH:16][CH:15]=1)([O-])=O.C(N)CC.C[OH:37]>CC(C)=O>[C:30]([O-:37])(=[O:29])[CH3:31].[CH2:30]([O:29][C:22]1[CH:21]=[C:20]([C:17]2[CH:16]=[CH:15][N+:14]([CH2:6][CH2:5][CH3:10])=[CH:19][CH:18]=2)[CH:25]=[CH:24][C:23]=1[N+:26]([O-:28])=[O:27])[CH3:31] |f:0.1,5.6|. Procedure details: To 1-(2,4-dinitrophenyl)-4-[3-(ethyloxy)-4-nitrophenyl]pyridinium chloride (1.2 g, 2.57 mmol) in 10 mL of MeOH was added, propylamine (0.151 g, 2.57 mmol). The mixture was heated to 100° C. for 4 h. The mixture was cooled and rotovaped down. The product was taken up in acetone. This solution was loaded onto a short silica gel column and eluted with EtOAc (˜500 mL) to remove the aniline by product. The product was then eluted with 300 mL of (10% HOAc/10% MeOH/80% DCM). The solvent was rotovaped d... Starting materials: CCC1(C)CN(Cc2ccccc2)CCC1NC, CO, [H][H], [OH-], [OH-], [Pd+2]. Product: CCC1(C)CNCCC1NC. As a reaction SMILES: [CH2:1]([c:2]1[cH:3][cH:4][cH:5][cH:6][cH:7]1)[N:8]1[CH2:9][C:10]([CH3:16])([CH2:17][CH3:18])[CH:11]([NH:14][CH3:15])[CH2:12][CH2:13]1.[CH3:19][OH:20].[H:21][H:22].[OH-:23].[OH-:24].[Pd+2:25]>>[NH:8]1[CH2:9][C:10]([CH3:16])([CH2:17][CH3:18])[CH:11]([NH:14][CH3:15])[CH2:12][CH2:13]1. Starting materials: N1N=C(C2=CC=CC=C12)C=O (1H-indazole-3-carboxaldehyde), [OH-].[K+] (potassium hydroxide), O (water), C[Si](CCOCCl)(C)C (2-(trimethylsilyl)ethoxymethyl chloride). Reagents/catalysts: [Br-].C(CCC)[N+](CCCC)(CCCC)CCCC (tetrabutylammonium bromide). The solvent is C(Cl)Cl (methylene chloride). Reaction conditions: time 1 hour. Product: C[Si](CCOCN1N=C(C2=CC=CC=C12)C=O)(C)C (N-{[2-(trimethylsilyl)ethoxy]methyl}-1H-indazole-3-carboxaldehyde). As a reaction SMILES: [NH:1]1[C:9]2[C:4](=[CH:5][CH:6]=[CH:7][CH:8]=2)[C:3]([CH:10]=[O:11])=[N:2]1.[OH-].[K+].[CH3:14][Si:15]([CH3:22])([CH3:21])[CH2:16][CH2:17][O:18][CH2:19]Cl.O>C(Cl)Cl.[Br-].C([N+](CCCC)(CCCC)CCCC)CCC>[CH3:14][Si:15]([CH3:22])([CH3:21])[CH2:16][CH2:17][O:18][CH2:19][N:1]1[C:9]2[C:4](=[CH:5][CH:6]=[CH:7][CH:8]=2)[C:3]([CH:10]=[O:11])=[N:2]1 |f:1.2,6.7|. Procedure: The synthesis was performed with reference to the known literature (Tetrahedron, Vol. 63, p. 419, 2007). A solution of 1H-indazole-3-carboxaldehyde (0.888 g, 6.08 mmol) in methylene chloride (8 mL) was added with 50% aqueous potassium hydroxide (6 mL) and tetrabutylammonium bromide (0.0196 g, 0.0608 mmol), and the mixture was cooled on ice. The reaction mixture was added dropwise with 2-(trimethylsilyl)ethoxymethyl chloride (1.18 mL, 6.67 mmol), and the mixture was stirred for 1 hour under ice c... Reactants: ClC1=CC2=C(C(=N1)CO)C(=NN2C(C2=CC=CC=C2)(C2=CC=CC=C2)C2=CC=CC=C2)OC ((6-chloro-3-methoxy-1-trityl-1H-pyrazolo[4,3-c]pyridin-4-yl)methanol), C([O-])([O-])=O.[Cs+].[Cs+] (cesium carbonate), C1(=CC=CC=C1)[C@@H](C)NC(=O)N ((R)-1-(1-phenylethyl)urea). Reagents/catalysts: CC(C)C1=CC(=C(C(=C1)C(C)C)C2=C(C=CC(=C2P(C3CCCCC3)C4CCCCC4)OC)OC)C(C)C.C1=CC=C([C-]=C1)CCN.Cl[Pd+] (Chloro[2-(dicyclohexylphosphino)-3,6-dimethoxy-2′-4′-6′-tri-i-propyl-1,1′-biphenyl][2-(2-aminoethyl)phenyl]palladium(ii)). Solvent: O1CCOCC1 (dioxane), C(Cl)Cl (DCM). Reaction conditions: temperature 90 celsius, time 2 hour. Yields the product OCC1=NC(=CC2=C1C(=NN2C(C2=CC=CC=C2)(C2=CC=CC=C2)C2=CC=CC=C2)OC)NC(=O)N[C@H](C)C2=CC=CC=C2 ((R)-1-(4-(hydroxymethyl)-3-methoxy-1-trityl-1H-pyrazolo[4,3-c]pyridin-6-yl)-3-(1-phenylethyl)urea). As a reaction SMILES: Cl[C:2]1[N:7]=[C:6]([CH2:8][OH:9])[C:5]2[C:10]([O:32][CH3:33])=[N:11][N:12]([C:13]([C:26]3[CH:31]=[CH:30][CH:29]=[CH:28][CH:27]=3)([C:20]3[CH:25]=[CH:24][CH:23]=[CH:22][CH:21]=3)[C:14]3[CH:19]=[CH:18][CH:17]=[CH:16][CH:15]=3)[C:4]=2[CH:3]=1.C(=O)([O-])[O-].[Cs+].[Cs+].[C:40]1([C@H:46]([NH:48][C:49]([NH2:51])=[O:50])[CH3:47])[CH:45]=[CH:44][CH:43]=[CH:42][CH:41]=1>O1CCOCC1.C(Cl)Cl.CC(C1C=C(C(C)C)C(C2C(P(C3CCCCC3)C3CCCCC3)=C(OC)C=CC=2OC)=C(C(C)C)C=1)C.C1C=[C-]C(CCN)=CC=1.Cl[Pd+]>[OH:9][CH2:8][C:6]1[C:5]2[C:10]([O:32][CH3:33])=[N:11][N:12]([C:13]([C:26]3[CH:27]=[CH:28][CH:29]=[CH:30][CH:31]=3)([C:14]3[CH:19]=[CH:18][CH:17]=[CH:16][CH:15]=3)[C:20]3[CH:21]=[CH:22][CH:23]=[CH:24][CH:25]=3)[C:4]=2[CH:3]=[C:2]([NH:51][C:49]([NH:48][C@@H:46]([C:40]2[CH:45]=[CH:44][CH:43]=[CH:42][CH:41]=2)[CH3:47])=[O:50])[N:7]=1 |f:1.2.3,7.8.9|. Reported procedure: Chloro[2-(dicyclohexylphosphino)-3,6-dimethoxy-2′-4′-6′-tri-i-propyl-1,1′-biphenyl][2-(2-aminoethyl)phenyl]palladium(ii) (67.5 mg, 0.084 mmol), (6-chloro-3-methoxy-1-trityl-1H-pyrazolo[4,3-c]pyridin-4-yl)methanol (35B, 385 mg, 0.844 mmol), cesium carbonate (825 mg, 2.53 mmol) and (R)-1-(1-phenylethyl)urea (277 mg, 1.689 mmol) were taken up in dioxane (5 ml) in a 1.5 mL microwave vial and the vial was evacuated and back-filled with N2 (×3). The reaction mixture was stirred at 90° C. for 2 hours. ... Run in O1CCCC1 (tetrahydrofuran). Reaction SMILES: [CH2:1]([S:8][C:9]1[NH:10][CH:11]=[C:12]([C:14]2[CH:15]=[C:16]([C:20]3([CH3:34])[CH2:25][CH2:24][N:23]([C:26](=O)[CH2:27][CH2:28][CH2:29][CH2:30][CH3:31])[CH2:22][CH:21]3[CH3:33])[CH:17]=[CH:18][CH:19]=2)[N:13]=1)[C:2]1[CH:7]=[CH:6][CH:5]=[CH:4][CH:3]=1.[H-].[Al+3].[Li+].[H-].[H-].[H-]>O1CCCC1>[CH2:1]([S:8][C:9]1[NH:10][CH:11]=[C:12]([C:14]2[CH:15]=[C:16]([C:20]3([CH3:34])[CH2:25][CH2:24][N:23]([CH2:26][CH2:27][CH2:28][CH2:29][CH2:30][CH3:31])[CH2:22][CH:21]3[CH3:33])[CH:17]=[CH:18][CH:19]=2)[N:13]=1)[C:2]1[CH:7]=[CH:6][CH:5]=[CH:4][CH:3]=1 |f:1.2.3.4.5.6|. Yields the product C(C1=CC=CC=C1)SC=1NC=C(N1)C=1C=C(C=CC1)C1(C(CN(CC1)CCCCCC)C)C (4-(3-(2-(Benzylsulfanyl)-1H-imidazol-4-yl)phenyl)-1-hexyl-3,4-dimethylpiperidine). Isolated yield 101.1%. Reported procedure: To a solution of 4-(3-(2-(benzylsulfanyl)-1H-imidazol-4-yl)phenyl)-1-hexanoyl-3,4-dimethylpiperidine (Preparation 41, 101 mg, 0.21 mmol) in tetrahydrofuran (2 mL) at 0° C. was added lithium aluminium hydride (1.0 M solution in tetrahydrofuran, 0.32 mL, 0.32 mmol) dropwise over a few minutes. The solution was stirred at room temperature under a nitrogen atmosphere for 1 h and then cooled back to 0° C. The reaction was cautiously quenched by the addition of 1 N sodium hydroxide (0.5 mL) and then e... The reactants are C(C1=CC=CC=C1)SC=1NC=C(N1)C=1C=C(C=CC1)C1(C(CN(CC1)C(CCCCC)=O)C)C (4-(3-(2-(benzylsulfanyl)-1H-imidazol-4-yl)phenyl)-1-hexanoyl-3,4-dimethylpiperidine), [H-].[Al+3].[Li+].[H-].[H-].[H-] (lithium aluminium hydride). Run at time 1 hour. The reactants are C(C)(C)(C)OC(=O)N[C@@H](C(C)C)C(=O)N[C@@H](C(C)C)C(=O)N[C@@H](CC1=CNC2=CC=CC=C12)C(=O)O (t-butyloxycarbonyl-Valyl-valyl-tryptophan), O (H2O), C(C)(=O)O (acetic acid), Cl (HCl). Run in O1CCOCC1 (dioxane). Yields the product Cl.N[C@@H](C(C)C)C(=O)N[C@@H](C(C)C)C(=O)N[C@@H](CC1=CNC2=CC=CC=C12)C(=O)O (L-Valyl-valyl-tryptophan hydrochloride). Reaction SMILES: C(OC([NH:8][C@H:9]([C:13]([NH:15][C@H:16]([C:20]([NH:22][C@H:23]([C:34]([OH:36])=[O:35])[CH2:24][C:25]1[C:33]2[C:28](=[CH:29][CH:30]=[CH:31][CH:32]=2)[NH:27][CH:26]=1)=[O:21])[CH:17]([CH3:19])[CH3:18])=[O:14])[CH:10]([CH3:12])[CH3:11])=O)(C)(C)C.C(O)(=O)C.[ClH:41].O>O1CCOCC1>[ClH:41].[NH2:8][C@H:9]([C:13]([NH:15][C@H:16]([C:20]([NH:22][C@H:23]([C:34]([OH:36])=[O:35])[CH2:24][C:25]1[C:33]2[C:28](=[CH:29][CH:30]=[CH:31][CH:32]=2)[NH:27][CH:26]=1)=[O:21])[CH:17]([CH3:19])[CH3:18])=[O:14])[CH:10]([CH3:11])[CH3:12] |f:5.6|. Procedure details: The title compound was prepared using the previously described process using the following reagants: 0.85 grams (1.7 mmoles) t-butyloxycarbonyl-Valyl-valyl-tryptophan, 6 ml glacial acetic acid and 3 ml 5.68 N HCl in dioxane Total yield was 0.75 grams (100 percent). Anaylsis calculated for C21H30N4O4.HCl.1/3 H2O: C, 56.69; H, 7.17; N, 12.59. Found: C, 57.06; H, 7.3; N, 12.17.